This data is from the Open Reaction Database (ORD), a public repository of structured organic reaction records. The task is: describe an organic reaction: reactants, conditions, products, and yield Starting materials: COc1cccc(C=O)c1OC, CCO, Cl, [Na+], [OH-], CC(=O)c1cn(C(c2ccccc2)(c2ccccc2)c2ccccc2)cn1. The product is COc1cccc(C=CC(=O)c2cn(C(c3ccccc3)(c3ccccc3)c3ccccc3)cn2)c1OC. Reaction SMILES: [CH3:1][O:2][c:3]1[c:4]([CH:5]=[O:6])[cH:7][cH:8][cH:9][c:10]1[O:11][CH3:12].[CH3:43][CH2:44][OH:45].[ClH:42].[Na+:41].[OH-:40].[c:13]1([C:19]([n:20]2[cH:21][n:22][c:23]([C:25]([CH3:26])=[O:27])[cH:24]2)([c:28]2[cH:29][cH:30][cH:31][cH:32][cH:33]2)[c:34]2[cH:35][cH:36][cH:37][cH:38][cH:39]2)[cH:14][cH:15][cH:16][cH:17][cH:18]1>>[CH3:1][O:2][c:3]1[c:4]([CH:5]=[CH:26][C:25]([c:23]2[n:22][cH:21][n:20]([C:19]([c:13]3[cH:14][cH:15][cH:16][cH:17][cH:18]3)([c:28]3[cH:29][cH:30][cH:31][cH:32][cH:33]3)[c:34]3[cH:35][cH:36][cH:37][cH:38][cH:39]3)[cH:24]2)=[O:27])[cH:7][cH:8][cH:9][c:10]1[O:11][CH3:12]. Reactants: Cl.FC1=CC=C(C=C1)C(C(CC1=CC=C(C=C1)C(F)(F)F)N)=O (1-(4-fluorophenyl)-1-oxo-3-(4-(trifluoromethyl)phenyl)-2-propylamine hydrochloride), S1C(=CC=C1)CCCC(=O)O (4-(2-thienyl)butyric acid), Cl.C(C)N=C=NCCCN(C)C (1-ethyl-3-(3-dimethylaminopropyl)carbodiimide hydrochloride), ON1N=NC2=C1C=CC=C2 (1-hydroxy-1H-benzotriazole), C1CCC2=NCCCN2CC1 (1,8-diazabicyclo[5.4.0]-7-undecene), Cl (hydrochloric acid). Solvent: CN(C=O)C (N,N-dimethylformamide), O (water). Run at time 8 hour. The product is FC1=CC=C(C=C1)C(C(CC1=CC=C(C=C1)C(F)(F)F)NC(CCCC=1SC=CC1)=O)=O (N-(2-(4-fluorophenyl)-2-oxo-1-((4-(trifluoromethyl)phenyl)methyl)ethyl)-4-(2-thienyl)butyramide). Yield: 55.5%. RXN SMILES: Cl.[F:2][C:3]1[CH:8]=[CH:7][C:6]([C:9](=[O:23])[CH:10]([NH2:22])[CH2:11][C:12]2[CH:17]=[CH:16][C:15]([C:18]([F:21])([F:20])[F:19])=[CH:14][CH:13]=2)=[CH:5][CH:4]=1.[S:24]1[CH:28]=[CH:27][CH:26]=[C:25]1[CH2:29][CH2:30][CH2:31][C:32](O)=[O:33].Cl.C(N=C=NCCCN(C)C)C.ON1C2C=CC=CC=2N=N1.C1CCN2C(=NCCC2)CC1.Cl>CN(C)C=O.O>[F:2][C:3]1[CH:4]=[CH:5][C:6]([C:9](=[O:23])[CH:10]([NH:22][C:32](=[O:33])[CH2:31][CH2:30][CH2:29][C:25]2[S:24][CH:28]=[CH:27][CH:26]=2)[CH2:11][C:12]2[CH:17]=[CH:16][C:15]([C:18]([F:21])([F:20])[F:19])=[CH:14][CH:13]=2)=[CH:7][CH:8]=1 |f:0.1,3.4|. Procedure: To a solution of 1-(4-fluorophenyl)-1-oxo-3-(4-(trifluoromethyl)phenyl)-2-propylamine hydrochloride (600 mg,1.73 mmol) and 4-(2-thienyl)butyric acid (323 mg, 1.90 mmol) in N,N-dimethylformamide (10 ml) were added 1-ethyl-3-(3-dimethylaminopropyl)carbodiimide hydrochloride (496 mg, 2.59 mmol), 1-hydroxy-1H-benzotriazole (396 mg, 2.59 mmol) and 1,8-diazabicyclo[5.4.0]-7-undecene (0.28 ml, 1.90 mmol) and the mixture was stirred overnight. To the reaction solution were added 1N aqueous hydrochloric ... As a reaction SMILES: [CH3:1][c:2]1[n:3][cH:4][nH:5][cH:6]1.[CH3:22][S:23]([CH3:24])=[O:25].[Cl:7][c:8]1[c:9]([O:17][CH3:18])[cH:10][c:11]([N+:14](=[O:15])[O-:16])[cH:12][cH:13]1.[K+:20].[OH-:19].[OH2:21]>>[CH3:1][c:2]1[n:3][cH:4][n:5](-[c:8]2[c:9]([O:17][CH3:18])[cH:10][c:11]([N+:14](=[O:15])[O-:16])[cH:12][cH:13]2)[cH:6]1. Product: COc1cc([N+](=O)[O-])ccc1-n1cnc(C)c1. The reactants are Cc1c[nH]cn1, CS(C)=O, COc1cc([N+](=O)[O-])ccc1Cl, [K+], [OH-], O. Starting materials: CC1COCCN1, CN1CCCC1=O, CCOC(C)=O, Cc1cc(Cl)nc(Cl)c1C(=O)NCc1ccc(F)cc1, Cl. Product: Cc1cc(N2CCOCC2C)nc(Cl)c1C(=O)NCc1ccc(F)cc1. As a reaction SMILES: [CH3:22][CH:23]1[CH2:24][O:25][CH2:26][CH2:27][NH:28]1.[CH3:29][N:30]1[CH2:31][CH2:32][CH2:33][C:34]1=[O:35].[CH3:36][CH2:37][O:38][C:39]([CH3:40])=[O:41].[Cl:1][c:2]1[n:3][c:4]([Cl:20])[cH:5][c:6]([CH3:19])[c:7]1[C:8](=[O:9])[NH:10][CH2:11][c:12]1[cH:13][cH:14][c:15]([F:18])[cH:16][cH:17]1.[ClH:21]>>[Cl:1][c:2]1[n:3][c:4]([N:28]2[CH:23]([CH3:22])[CH2:24][O:25][CH2:26][CH2:27]2)[cH:5][c:6]([CH3:19])[c:7]1[C:8](=[O:9])[NH:10][CH2:11][c:12]1[cH:13][cH:14][c:15]([F:18])[cH:16][cH:17]1. The reactants are Cc1nccn1-c1cccc(N)c1, CCN(C(C)C)C(C)C, CCCN(CC1CC1)c1cc(C(=O)O)ncn1, COC(=O)Cl, ClCCl. The product is CCCN(CC1CC1)c1cc(C(=O)Nc2cccc(-n3ccnc3C)c2)ncn1. As a reaction SMILES: [CH3:32][c:33]1[n:34](-[c:38]2[cH:39][c:40]([NH2:41])[cH:42][cH:43][cH:44]2)[cH:35][cH:36][n:37]1.[CH:18]([N:19]([CH:20]([CH3:21])[CH3:22])[CH2:23][CH3:24])([CH3:25])[CH3:26].[CH:1]1([CH2:4][N:5]([c:6]2[cH:7][c:8]([C:12](=[O:13])[OH:14])[n:9][cH:10][n:11]2)[CH2:15][CH2:16][CH3:17])[CH2:2][CH2:3]1.[Cl:27][C:28]([O:29][CH3:30])=[O:31].[Cl:45][CH2:46][Cl:47]>>[CH:1]1([CH2:4][N:5]([c:6]2[cH:7][c:8]([C:12](=[O:14])[NH:41][c:40]3[cH:39][c:38](-[n:34]4[c:33]([CH3:32])[n:37][cH:36][cH:35]4)[cH:44][cH:43][cH:42]3)[n:9][cH:10][n:11]2)[CH2:15][CH2:16][CH3:17])[CH2:2][CH2:3]1. The reactants are C1(=CC=CC=C1)S(=O)(=O)N1C=CC2=CC=CC=C12 (1-(phenylsulfonyl)indole), OC1=C(C=C(C(=O)O)C=C1)OC (4-hydroxy-3-methoxybenzoic acid), S(=O)(Cl)Cl (thionyl chloride), Cl (HCl), resultant solution, [Cl-].[Al+3].[Cl-].[Cl-] (aluminum chloride). Run in ClC(C)Cl (dichloroethane), ClC(C)Cl (dichloroethane), ClC(C)Cl (dichloroethane). Run at time 1.5 hour. Yields the product OC1=C(C=C(C(=O)Cl)C=C1)OC (4-Hydroxy-3-methoxybenzoyl chloride), OC1=C(C=C(C(=O)C2=CN(C3=CC=CC=C23)S(=O)(=O)C2=CC=CC=C2)C=C1)OC (3-(4-hydroxy-3-methoxybenzoyl)-1-(phenylsulfonyl)-indole). As a reaction SMILES: [OH:1][C:2]1[CH:10]=[CH:9][C:5]([C:6]([OH:8])=[O:7])=[CH:4][C:3]=1[O:11][CH3:12].S(Cl)([Cl:15])=O.[Cl-].[Al+3].[Cl-].[Cl-].[C:21]1([S:27]([N:30]2[C:38]3[C:33](=[CH:34][CH:35]=[CH:36][CH:37]=3)[CH:32]=[CH:31]2)(=[O:29])=[O:28])[CH:26]=[CH:25][CH:24]=[CH:23][CH:22]=1.Cl>ClC(Cl)C>[OH:1][C:2]1[CH:10]=[CH:9][C:5]([C:6]([Cl:15])=[O:7])=[CH:4][C:3]=1[O:11][CH3:12].[OH:1][C:2]1[CH:10]=[CH:9][C:5]([C:6]([C:32]2[C:33]3[C:38](=[CH:37][CH:36]=[CH:35][CH:34]=3)[N:30]([S:27]([C:21]3[CH:26]=[CH:25][CH:24]=[CH:23][CH:22]=3)(=[O:29])=[O:28])[CH:31]=2)=[O:8])=[CH:4][C:3]=1[O:11][CH3:12] |f:2.3.4.5|. Procedure details: 4-Hydroxy-3-methoxybenzoyl chloride, which was prepared from 4-hydroxy-3-methoxybenzoic acid (1.01 g) and thionyl chloride (0.53 ml), was dissolved in dichloroethane (10 ml). The resultant solution was added on ice to a suspension of aluminum chloride (2.08 g) in dichloroethane (20 ml). Following, 1-(phenylsulfonyl)indole (1.85 g) in dichloroethane (10 ml) was added to the resultant with cooling on ice bath and stirred for 1.5 hours at room temperature. The reaction mixture was poured into 1N HC... The reactants are CCO, CCN(C(C)C)C(C)C, Clc1nc(Cl)c2ccccc2n1, Cl, NCc1ccc(S(N)(=O)=O)cc1, O=P(Cl)(Cl)Cl. The product is NS(=O)(=O)c1ccc(Cc2nc(Cl)nc3ccccc23)cc1. RXN SMILES: [CH3:40][CH2:41][OH:42].[CH:31]([N:32]([CH:33]([CH3:34])[CH3:35])[CH2:36][CH3:37])([CH3:38])[CH3:39].[Cl:1][c:2]1[n:3][c:4]2[cH:5][cH:6][cH:7][cH:8][c:9]2[c:10]([Cl:12])[n:11]1.[ClH:18].[NH2:19][S:20](=[O:21])(=[O:22])[c:23]1[cH:24][cH:25][c:26]([CH2:27][NH2:28])[cH:29][cH:30]1.[P:13]([Cl:14])([Cl:15])([Cl:16])=[O:17]>>[Cl:1][c:2]1[n:3][c:4]2[cH:5][cH:6][cH:7][cH:8][c:9]2[c:10]([CH2:27][c:26]2[cH:25][cH:24][c:23]([S:20]([NH2:19])(=[O:21])=[O:22])[cH:30][cH:29]2)[n:11]1.